This data is from the Open Reaction Database (ORD), a public repository of structured organic reaction records. The task is: describe an organic reaction: reactants, conditions, products, and yield Reactants: NC[C@@H]1CN(CCO[C@H]1C1=CC(=C(C=C1)Cl)F)C(=O)OC(C)(C)C (tert-butyl (6R,7R)-6-(aminomethyl)-7-(4-chloro-3-fluorophenyl)-1,4-oxazepane-4-carboxylate), N1=CC(=CC=C1)C(=O)O (pyridine-3-carboxylic acid). Yields the product Cl.ClC1=C(C=C(C=C1)[C@H]1[C@@H](CNCCO1)CNC(=O)C=1C=NC=CC1)F (N-{[(6S,7R)-7-(4-chloro-3-fluorophenyl)-1,4-oxazepan-6-yl]methyl}pyridine 3-carboxamide monohydrochloride). RXN SMILES: [NH2:1][CH2:2][C@H:3]1[C@H:9]([C:10]2[CH:15]=[CH:14][C:13]([Cl:16])=[C:12]([F:17])[CH:11]=2)[O:8][CH2:7][CH2:6][N:5](C(OC(C)(C)C)=O)[CH2:4]1.[N:25]1[CH:30]=[CH:29][CH:28]=[C:27]([C:31](O)=[O:32])[CH:26]=1>>[ClH:16].[Cl:16][C:13]1[CH:14]=[CH:15][C:10]([C@@H:9]2[O:8][CH2:7][CH2:6][NH:5][CH2:4][C@H:3]2[CH2:2][NH:1][C:31]([C:27]2[CH:26]=[N:25][CH:30]=[CH:29][CH:28]=2)=[O:32])=[CH:11][C:12]=1[F:17] |f:2.3|. Reported procedure: Using tert-butyl (6R,7R)-6-(aminomethyl)-7-(4-chloro-3-fluorophenyl)-1,4-oxazepane-4-carboxylate and pyridine-3-carboxylic acid, and by a method similar to that of Example 39, the title compound was obtained. Starting materials: NC1=CC=CC=C1 (aniline), NC=1C=C(C=CC1)S(=O)(=O)O (m-aminobenzenesulfonic acid), polyaniline, polyaniline, NC1=C(C=CC=C1)S(=O)(=O)O (aminobenzenesulfonic acid), NC1=CC=CC=C1 (aniline), NC=1C=C(C=CC1)S(=O)(=O)O (m-aminobenzenesulfonic acid), NC1=C(C=CC=C1)S(=O)(=O)O (aminobenzenesulfonic acid), NC1=CC=C(C=C1)S(=O)(=O)O (p-aminobenzenesulfonic acid), II, polyaniline, polyaniline. The product is NC1=CC=CC=C1 (aniline), S(O)(O)(=O)=O (sulfuric acid), polyaniline. RXN SMILES: [NH2:1][C:2]1[CH:7]=[CH:6][CH:5]=[CH:4][CH:3]=1.NC1C=C([S:15]([OH:18])(=[O:17])=[O:16])C=CC=1.NC1C=CC(S(O)(=O)=[O:27])=CC=1.NC1C=CC=CC=1S(O)(=O)=O>>[NH2:1][C:2]1[CH:7]=[CH:6][CH:5]=[CH:4][CH:3]=1.[S:15](=[O:16])(=[O:27])([OH:17])[OH:18]. Procedure details: As a method for the synthesis of a sulfonated polyaniline, there are known, for example, a method for the synthesis of a sulfonated polyaniline by electrochemically polymerizing aniline and m-aminobenzenesulfonic acid (Journal of The Chemical Society of Japan, 1985, 1124 and JA-A-2-166,165), a method for the synthesis of a sulfonated polyaniline by electrochemically polymerizing an o-, m- or p-aminobenzenesulfonic acid alone [Lecture Preprint II in the 64th Autumn Annual Convention of The Chemic... Starting materials: C1(=CC=CC=C1)C=1C=CC(=NC1C1=CC=CC=C1)C=O (5,6-diphenylpyridine-2-carbaldehyde), C1(=CC=CC=C1)C=1C=CC(=NC1C1=CC=CC=C1)C=O (5,6-diphenylpyridine-2-carbaldehyde), NCCCP(O)(O)=O ((3-amino-propyl)-phosphonic acid), [BH3-]C#N.[Na+] (NaCNBH3). The solvent is CO (MeOH), CO (MeOH). Conditions: temperature 50 celsius, time 30 minute. The product is C1(=CC=CC=C1)C=1C=CC(=NC1C1=CC=CC=C1)CNCCCP(O)(O)=O ({3-[(5,6-Diphenylpyridin-2-ylmethyl)-amino]-propyl}-phosphonic Acid). Reaction SMILES: [C:1]1([C:7]2[CH:8]=[CH:9][C:10]([CH:19]=O)=[N:11][C:12]=2[C:13]2[CH:18]=[CH:17][CH:16]=[CH:15][CH:14]=2)[CH:6]=[CH:5][CH:4]=[CH:3][CH:2]=1.[NH2:21][CH2:22][CH2:23][CH2:24][P:25](=[O:28])([OH:27])[OH:26].[BH3-]C#N.[Na+]>CO>[C:1]1([C:7]2[CH:8]=[CH:9][C:10]([CH2:19][NH:21][CH2:22][CH2:23][CH2:24][P:25](=[O:26])([OH:28])[OH:27])=[N:11][C:12]=2[C:13]2[CH:18]=[CH:17][CH:16]=[CH:15][CH:14]=2)[CH:6]=[CH:5][CH:4]=[CH:3][CH:2]=1 |f:2.3|. Reported procedure: General Procedure M. To a solution of 5,6-diphenylpyridine-2-carbaldehyde (Compound 54, 95 mg, 0.37 mmol) and (3-amino-propyl)-phosphonic acid (51 mg, 0.37 mmol) in MeOH (3 ml) was added Bu4NOH (0.4 ml, 0.37 mmol, 1M in MeOH) under argon. The mixture was stirred at 50° C. for 30 min. before adding NaCNBH3 (23 mg, 0.37 mmol) to the mixture. The solution was stirred at 50° C. for 3 hours, and then it was concentrated in vacuo. The resulting crude solid was purified MPLC column chromatography (sili... Starting materials: [Cl-].[NH4+] (ammonium chloride), CSC(C(=O)OC)C1=CC(=CC=C1)OC1=CC=CC=C1 (Methyl α-methylthio-(m-phenoxyphenyl)acetate), C(C)(C)Br (isopropyl bromide), [H-].[Na+] (sodium hydride). Run in CN(C=O)C (dimethylformamide). Reaction conditions: time 30 minute. Product: CSC(C(=O)OC)(C(C)C)C1=CC(=CC=C1)OC1=CC=CC=C1 (methyl α-methylthio-α-(m-phenoxyphenyl)isovalerate). Yield: 62.0%. Reaction SMILES: [CH3:1][S:2][CH:3]([C:8]1[CH:13]=[CH:12][CH:11]=[C:10]([O:14][C:15]2[CH:20]=[CH:19][CH:18]=[CH:17][CH:16]=2)[CH:9]=1)[C:4]([O:6][CH3:7])=[O:5].[H-].[Na+].[CH:23](Br)([CH3:25])[CH3:24].[Cl-].[NH4+]>CN(C)C=O>[CH3:1][S:2][C:3]([C:8]1[CH:13]=[CH:12][CH:11]=[C:10]([O:14][C:15]2[CH:20]=[CH:19][CH:18]=[CH:17][CH:16]=2)[CH:9]=1)([CH:23]([CH3:25])[CH3:24])[C:4]([O:6][CH3:7])=[O:5] |f:1.2,4.5|. Procedure: Methyl α-methylthio-(m-phenoxyphenyl)acetate (1.77 g) was dissolved in 10 ml of dimethylformamide, and with ice cooling, 260 mg (65% content) of sodium hydride was added. The mixture was stirred for 30 minutes. Then, 0.70 ml of isopropyl bromide was added, and with ice cooling for 3 minutes, the mixture was stirred at room temperature for 2.5 hours. After adding an aqueous solution of ammonium chloride (1 g/40 ml), the mixture was extracted three times with 50 ml of diethyl ether. The organic la... The reactants are CCOC(=O)CN(CC(=O)OCC)C(=O)c1cccc([N+](=O)[O-])c1, C1CCOC1, CCOC(C)=O, [H][H]. Yields the product CCOC(=O)CN(CC(=O)OCC)C(=O)c1cccc(N)c1. Reaction SMILES: [CH2:1]([CH3:2])[O:3][C:4]([CH2:5][N:6]([CH2:7][C:8](=[O:9])[O:10][CH2:11][CH3:12])[C:13]([c:14]1[cH:15][c:16]([N+:20]([O-:21])=[O:22])[cH:17][cH:18][cH:19]1)=[O:23])=[O:24].[CH2:27]1[O:28][CH2:29][CH2:30][CH2:31]1.[CH3:32][CH2:33][O:34][C:35](=[O:36])[CH3:37].[H:25][H:26]>>[CH2:1]([CH3:2])[O:3][C:4]([CH2:5][N:6]([CH2:7][C:8](=[O:9])[O:10][CH2:11][CH3:12])[C:13]([c:14]1[cH:15][c:16]([NH2:20])[cH:17][cH:18][cH:19]1)=[O:23])=[O:24]. RXN SMILES: [C:1](#[N:10])[C:2]1[CH:9]=CC=[C:4]([C:5]#[N:6])[CH:3]=1.[OH:11][NH2:12].Cl[CH2:14]CCC(Cl)=O.[CH3:20][N:21](C)C1C=CC=CC=1>C(OCC)(=O)C.C1(C)C=CC=CC=1.CN1C(=O)CCC1>[CH2:4]1[CH:3]2[CH:2]([C:1]3[O:11][N:12]=[C:20]([NH2:21])[N:10]=3)[CH2:9][N:6]([CH2:14]2)[CH2:5]1. Run in CN1CCCC1=O (NMP), C(C)(=O)OCC (ethyl acetate), C1(=CC=CC=C1)C (toluene), CN1CCCC1=O (NMP), C(C)(=O)OCC (ethyl acetate). Isolated yield 45.0%. Conditions: time 4 hour. Procedure details: Isophthalonitrile (5.12 g) was added to NMP (20 mL). The mixture was added dropwise with 50% hydroxyl amine (2.64 g) at 40 degrees Celsius. After being stirred at 50 degrees Celsius for four hours, the mixture was added with 100 mL of ethyl acetate, was washed with water, was dried with magnesium sulfate to give an ethyl acetate solution containing monoamidoxime derivative. The solution was added dropwise with 4-chlorobutyric acid chloride (3.7 g) while being cooled with ices, and further was ad... The product is C1CN2CC1C(C2)C3=NC(=NO3)N (oxadiazole). Reactants: CN(C1=CC=CC=C1)C (N,N-dimethylaniline), ClCCCC(=O)Cl (4-chlorobutyric acid chloride), C(C1=CC(C#N)=CC=C1)#N (Isophthalonitrile), ON (hydroxyl amine), monoamidoxime. Starting materials: [BH4-], CO, O=Cc1ccc(-c2ccc3nc(-c4ccc(Cl)cc4)cn3c2)o1, [Na+]. Yields the product OCc1ccc(-c2ccc3nc(-c4ccc(Cl)cc4)cn3c2)o1. Reaction SMILES: [BH4-:1].[CH3:26][OH:27].[Cl:3][c:4]1[cH:5][cH:6][c:7](-[c:10]2[n:11][c:12]3[n:13]([cH:14][c:15](-[c:18]4[cH:19][cH:20][c:21]([CH:23]=[O:24])[o:22]4)[cH:16][cH:17]3)[cH:25]2)[cH:8][cH:9]1.[Na+:2]>>[Cl:3][c:4]1[cH:5][cH:6][c:7](-[c:10]2[n:11][c:12]3[n:13]([cH:14][c:15](-[c:18]4[cH:19][cH:20][c:21]([CH2:23][OH:24])[o:22]4)[cH:16][cH:17]3)[cH:25]2)[cH:8][cH:9]1. Starting materials: resultant mixture, C(#N)C(C)(O)C12CC3CC(CC(C1)C3)C2 (1-(1-cyano-1-hydroxyethyl) adamantane), P(=O)(Cl)(Cl)Cl (phosphorus oxychloride), C12CC3CC(CC(C1)C3)C2 (adamantane), Cl (hydrochloric acid). Run in N1=CC=CC=C1 (pyridine), CCOCC (Ether). The product is C(#N)C(=C)C12CC3CC(CC(C1)C3)C2 (1-(1-cyanoethenyl)adamantane). Reaction SMILES: [C:1]([C:3]([C:6]12[CH2:15][CH:10]3[CH2:11][CH:12]([CH2:14][CH:8]([CH2:9]3)[CH2:7]1)[CH2:13]2)(O)[CH3:4])#[N:2].P(Cl)(Cl)(Cl)=O.C12CC3CC(CC(C3)C1)C2.Cl>CCOCC.N1C=CC=CC=1>[C:1]([C:3]([C:6]12[CH2:15][CH:10]3[CH2:11][CH:12]([CH2:14][CH:8]([CH2:9]3)[CH2:7]1)[CH2:13]2)=[CH2:4])#[N:2]. Procedure details: To the obtained 1-(1-cyano-1-hydroxyethyl) adamantane were added phosphorus oxychloride three times as much as the moles of the adamantane derivative, and170 ml of dried pyridine, and the resultant mixture was refluxed for 2 hours. Ether was added to the reaction mixture to a volume of 600 ml, and to this solution was added cooled 4N-hydrochloric acid (600 g) with stirring. The obtained organic layer was concentrated to give 17.4 g of 1-(1-cyanoethenyl)adamantane. Reactants: [Al+3], CC(=O)Cl, [Cl-], [Cl-], [Cl-], ClCCl, O=S(=O)(Oc1ccc2sccc2c1)c1ccccc1. Yields the product CC(=O)c1csc2ccc(OS(=O)(=O)c3ccccc3)cc12. RXN SMILES: [Al+3:2].[CH3:5][C:6]([Cl:7])=[O:8].[Cl-:1].[Cl-:3].[Cl-:4].[Cl:28][CH2:29][Cl:30].[c:9]1([S:15](=[O:16])(=[O:17])[O:18][c:19]2[cH:20][c:21]3[c:22]([s:23][cH:24][cH:25]3)[cH:26][cH:27]2)[cH:10][cH:11][cH:12][cH:13][cH:14]1>>[CH3:5][C:6](=[O:8])[c:25]1[c:21]2[cH:20][c:19]([O:18][S:15]([c:9]3[cH:10][cH:11][cH:12][cH:13][cH:14]3)(=[O:16])=[O:17])[cH:27][cH:26][c:22]2[s:23][cH:24]1.